This data is from the Open Reaction Database (ORD), a public repository of structured organic reaction records. The task is: describe an organic reaction: reactants, conditions, products, and yield Starting materials: FC(C(=O)O)(F)F (trifluoro acetic acid), C(C1=CC=CC=C1)OC(C(F)(F)F)(C(F)(F)F)C1=CC(=C(C=N1)N1CCN(CC1)C(=O)OC(C)(C)C)CCC (tert-Butyl 4-{6-[2-(benzyloxy)-1,1,1,3,3,3-hexafluoropropan-2-yl]-4-propylpyridin-3-yl}piperazine-1-carboxylate), C(O)([O-])=O.[Na+] (sodium hydrogen carbonate). Run in ClCCl (dichloromethane). Reaction conditions: time 0.5 hour. Product: C(C1=CC=CC=C1)OC(C(F)(F)F)(C(F)(F)F)C1=CC(=C(C=N1)N1CCNCC1)CCC (1-{6-[2-(benzyloxy)-1,1,1,3,3,3-hexafluoropropan-2-yl]-4-propylpyridin-3-yl}piperazine). Yield: 103.9%. Reaction SMILES: [CH2:1]([O:8][C:9]([C:18]1[N:23]=[CH:22][C:21]([N:24]2[CH2:29][CH2:28][N:27](C(OC(C)(C)C)=O)[CH2:26][CH2:25]2)=[C:20]([CH2:37][CH2:38][CH3:39])[CH:19]=1)([C:14]([F:17])([F:16])[F:15])[C:10]([F:13])([F:12])[F:11])[C:2]1[CH:7]=[CH:6][CH:5]=[CH:4][CH:3]=1.FC(F)(F)C(O)=O.C(=O)([O-])O.[Na+]>ClCCl>[CH2:1]([O:8][C:9]([C:18]1[N:23]=[CH:22][C:21]([N:24]2[CH2:29][CH2:28][NH:27][CH2:26][CH2:25]2)=[C:20]([CH2:37][CH2:38][CH3:39])[CH:19]=1)([C:10]([F:11])([F:13])[F:12])[C:14]([F:15])([F:16])[F:17])[C:2]1[CH:3]=[CH:4][CH:5]=[CH:6][CH:7]=1 |f:2.3|. Procedure: tert-Butyl 4-{6-[2-(benzyloxy)-1,1,1,3,3,3-hexafluoropropan-2-yl]-4-propylpyridin-3-yl}piperazine-1-carboxylate (32 mg, 0.0563 mmol) was dissolved in dichloromethane (10 mL). Under ice-cold conditions, trifluoro acetic acid (43 μL, 0.563 mmol) was added and the mixture was stirred at room temperature for 0.5 hours. The reaction solution was added a saturated aqueous solution of sodium hydrogen carbonate under ice-cold conditions, and extracted with chloroform. The organic layer was washed with b... Reactants: C(CC)[C@@H]1CC[C@H](CC1)C1=CC=C(C=C1)O (p-(trans-4-n-propylcyclohexyl)phenol), FC(=C(F)F)F (tetrafluoroethene), [H-].[Na+] (sodium hydride). Solvent: C1=CC=CC=C1 (benzene), O1CCCC1 (tetrahydrofuran). Reaction conditions: temperature 140 celsius. Product: C(CC)[C@@H]1CC[C@H](CC1)C1=CC=C(C=C1)OC(=C(F)F)F (p-(trans-4-n-propylcyclohexyl)trifluorovinyloxybenzene). RXN SMILES: [CH2:1]([C@H:4]1[CH2:9][CH2:8][C@H:7]([C:10]2[CH:15]=[CH:14][C:13]([OH:16])=[CH:12][CH:11]=2)[CH2:6][CH2:5]1)[CH2:2][CH3:3].[H-].[Na+].[F:19][C:20]([F:24])=[C:21](F)[F:22]>C1C=CC=CC=1.O1CCCC1>[CH2:1]([C@H:4]1[CH2:5][CH2:6][C@H:7]([C:10]2[CH:15]=[CH:14][C:13]([O:16][C:21]([F:22])=[C:20]([F:24])[F:19])=[CH:12][CH:11]=2)[CH2:8][CH2:9]1)[CH2:2][CH3:3] |f:1.2|. Procedure details: A solution of 10 g of p-(trans-4-n-propylcyclohexyl)phenol in a mixture of 40 ml of benzene and 10 ml of tetrahydrofuran is reacted with sodium hydride analogously to Example 1. After tetrafluoroethene has been condensed in, the mixture is heated at 140° C. for about 20 hours and treated as described in Example 1. p-(trans-4-n-propylcyclohexyl)trifluorovinyloxybenzene is obtained. Starting materials: COC(C(=COCC)S(=O)(=O)C1=CC(=C(C=C1)F)F)=O (2-(3,4-difluoro-benzenesulfonyl)-3-ethoxy-acrylic acid methyl ester), [N+](=O)([O-])C=1C=C(N)C=CC1 (3-nitroaniline). Product: FC=1C=C(C=CC1F)S(=O)(=O)C=1C=NC2=CC(=CC=C2C1O)[N+](=O)[O-] (3-(3,4-Difluoro-benzenesulfonyl)-7-nitro-quinolin-4-ol). RXN SMILES: CO[C:3](=O)[C:4]([S:9]([C:12]1[CH:17]=[CH:16][C:15]([F:18])=[C:14]([F:19])[CH:13]=1)(=[O:11])=[O:10])=[CH:5][O:6]CC.[N+:21]([C:24]1[CH:25]=[C:26]([CH:28]=[CH:29][CH:30]=1)[NH2:27])([O-:23])=[O:22]>>[F:19][C:14]1[CH:13]=[C:12]([S:9]([C:4]2[CH:3]=[N:27][C:26]3[C:28]([C:5]=2[OH:6])=[CH:29][CH:30]=[C:24]([N+:21]([O-:23])=[O:22])[CH:25]=3)(=[O:10])=[O:11])[CH:17]=[CH:16][C:15]=1[F:18]. Reported procedure: The title compound was prepared applying the procedure described in Example 4 from 2-(3,4-difluoro-benzenesulfonyl)-3-ethoxy-acrylic acid methyl ester (3.49 g, 11.4 mmol) and 3-nitroaniline (1.57 g, 11.4 mmol). The yield was 1.6 g (38.3%). Starting materials: Oc1ccc(Br)nc1, CC1(Cn2cc([N+](=O)[O-])nc2Br)CO1, [H-], [Na+], CN(C)C=O. The product is CC1(COc2ccc(Br)nc2)Cn2cc([N+](=O)[O-])nc2O1. As a reaction SMILES: [Br:15][c:16]1[cH:17][cH:18][c:19]([OH:22])[cH:20][n:21]1.[Br:1][c:2]1[n:3]([CH2:10][C:11]2([CH3:14])[O:12][CH2:13]2)[cH:4][c:5]([N+:7](=[O:8])[O-:9])[n:6]1.[H-:24].[Na+:23].[O:25]=[CH:26][N:27]([CH3:28])[CH3:29]>>[c:2]12[n:3]([cH:4][c:5]([N+:7](=[O:8])[O-:9])[n:6]1)[CH2:10][C:11]([CH2:13][O:22][c:19]1[cH:18][cH:17][c:16]([Br:15])[n:21][cH:20]1)([CH3:14])[O:12]2. Reactants: [Li]CCCC, CC1(C)COC(c2cccc(F)c2)=N1, C1CCOC1, O, Cc1ccc(S(=O)(=O)Cl)cc1. The product is CC1(C)COC(c2cccc(F)c2Cl)=N1. Reaction SMILES: [CH2:15]([Li:16])[CH2:17][CH2:18][CH3:19].[F:1][c:2]1[cH:3][c:4]([C:8]2=[N:12][C:11]([CH3:13])([CH3:14])[CH2:10][O:9]2)[cH:5][cH:6][cH:7]1.[O:32]1[CH2:33][CH2:34][CH2:35][CH2:36]1.[OH2:31].[c:20]1([CH3:21])[cH:22][cH:23][c:24]([S:25](=[O:26])(=[O:27])[Cl:29])[cH:28][cH:30]1>>[F:1][c:2]1[c:3]([Cl:29])[c:4]([C:8]2=[N:12][C:11]([CH3:13])([CH3:14])[CH2:10][O:9]2)[cH:5][cH:6][cH:7]1. Starting materials: Cl.N12C[C@@H](C(CC1)CC2)NC(=O)C=2OC1=C(C2)C=CC=C1C1=C(C=CC=C1)OC (N-[(3R)-1-azabicyclo[2.2.2]oct-3-yl]-7-[2-(methoxy)phenyl]-1-benzofuran-2-carboxamide hydrochloride). Run in C(C)(=O)OCC (ethyl acetate). Product: N12C[C@@H](C(CC1)CC2)NC(=O)C=2OC1=C(C2)C=CC=C1C1=C(C=CC=C1)OC (N-[(3R)-1-Azabicyclo[2.2.2]oct-3-yl]-7-[2-(methoxy)phenyl]-1-benzofuran-2-carboxamide). RXN SMILES: Cl.[N:2]12[CH2:9][CH2:8][CH:5]([CH2:6][CH2:7]1)[C@@H:4]([NH:10][C:11]([C:13]1[O:14][C:15]3[C:21]([C:22]4[CH:27]=[CH:26][CH:25]=[CH:24][C:23]=4[O:28][CH3:29])=[CH:20][CH:19]=[CH:18][C:16]=3[CH:17]=1)=[O:12])[CH2:3]2>C(OCC)(=O)C>[N:2]12[CH2:7][CH2:6][CH:5]([CH2:8][CH2:9]1)[C@@H:4]([NH:10][C:11]([C:13]1[O:14][C:15]3[C:21]([C:22]4[CH:27]=[CH:26][CH:25]=[CH:24][C:23]=4[O:28][CH3:29])=[CH:20][CH:19]=[CH:18][C:16]=3[CH:17]=1)=[O:12])[CH2:3]2 |f:0.1|. Procedure details: 600 mg (1.45 mmol) of N-[(3R)-1-azabicyclo[2.2.2]oct-3-yl]-7-[2-(methoxy)phenyl]-1-benzofuran-2-carboxamide hydrochloride (Example 102) are dissolved in 15 ml of ethyl acetate and extracted three times with 1N sodium hydroxide solution. The organic phase is dried over sodium sulphate and then concentrated. Drying under high vacuum results in 534 mg (97.6% of theory) of the title compound.